From a dataset of the Open Reaction Database (ORD), a public repository of structured organic reaction records. describe an organic reaction: reactants, conditions, products, and yield Starting materials: CN1CCC(CC1)NC1=C(C=CC=C1)CCC(=O)OC (methyl 3-(2-(1-methylpiperidin-4-ylamino)phenyl)propanoate), [OH-].[Na+] (NaOH). Solvent: CO.C(Cl)Cl (MeOH CH2Cl2), CO (MeOH). Reaction conditions: time 2 hour. Yields the product CN1CCC(CC1)N1C(CCC2=CC=CC=C12)=O (1-(1-Methylpiperidin-4-yl)-3,4-dihydroquinolin-2(1H)-one). Reaction SMILES: [CH3:1][N:2]1[CH2:7][CH2:6][CH:5]([NH:8][C:9]2[CH:14]=[CH:13][CH:12]=[CH:11][C:10]=2[CH2:15][CH2:16][C:17]([O:19]C)=O)[CH2:4][CH2:3]1.[OH-].[Na+]>CO.CO.C(Cl)Cl>[CH3:1][N:2]1[CH2:7][CH2:6][CH:5]([N:8]2[C:9]3[C:10](=[CH:11][CH:12]=[CH:13][CH:14]=3)[CH2:15][CH2:16][C:17]2=[O:19])[CH2:4][CH2:3]1 |f:1.2,4.5|. Reported procedure: A solution of methyl 3-(2-(1-methylpiperidin-4-ylamino)phenyl)propanoate (1.1 g, 3.98 mmol) in 20 mL MeOH/5 mL H2O was treated with 1N NaOH (8.8 mL, 8.76 mmol) and stirred at room temperature for 2 hours. The mixture was concentrated and made acidic with 6N HCl. Approximately half of this mixture was diluted with 1N HCl (15 mL) and heated at 110° C. overnight. After cooling, the mixture was concentrated on the rotoevaporator then made basic with saturated Na2CO3. This solution was extracted with... Starting materials: C(=NC1CCCCC1)=NC1CCCCC1, CO, CN(C)c1ccncc1, ClCCl, Nc1nccc(-c2cccnc2Oc2ccc(Nc3nnc(-c4ccccc4)cc3C(=O)O)cc2)n1, CN(C)C=O. Yields the product COC(=O)c1cc(-c2ccccc2)nnc1Nc1ccc(Oc2ncccc2-c2ccnc(N)n2)cc1. Reaction SMILES: [CH2:39]1[CH2:40][CH2:41][CH:42]([N:43]=[C:44]=[N:45][CH:46]2[CH2:47][CH2:48][CH2:49][CH2:50][CH2:51]2)[CH2:52][CH2:53]1.[CH3:37][OH:38].[CH3:59][N:60]([CH3:61])[c:62]1[cH:63][cH:64][n:65][cH:66][cH:67]1.[Cl:68][CH2:69][Cl:70].[NH2:1][c:2]1[n:3][cH:4][cH:5][c:6](-[c:8]2[c:9]([O:14][c:15]3[cH:16][cH:17][c:18]([NH:21][c:22]4[n:23][n:24][c:25](-[c:31]5[cH:32][cH:33][cH:34][cH:35][cH:36]5)[cH:26][c:27]4[C:28](=[O:29])[OH:30])[cH:19][cH:20]3)[n:10][cH:11][cH:12][cH:13]2)[n:7]1.[O:54]=[CH:55][N:56]([CH3:57])[CH3:58]>>[NH2:1][c:2]1[n:3][cH:4][cH:5][c:6](-[c:8]2[c:9]([O:14][c:15]3[cH:16][cH:17][c:18]([NH:21][c:22]4[n:23][n:24][c:25](-[c:31]5[cH:32][cH:33][cH:34][cH:35][cH:36]5)[cH:26][c:27]4[C:28](=[O:29])[O:30][CH3:39])[cH:19][cH:20]3)[n:10][cH:11][cH:12][cH:13]2)[n:7]1. Procedure: N-Benzyloxycarbonyl-L-leucyl-L-leucine (m.p. 70°-76° C.) from N-benzyloxycarbonyl-L-leucine and L-leucine methyl ester hydrochloride. Reaction SMILES: [CH2:1]([O:8][C:9]([NH:11][C@H:12]([C:17]([NH:19][C@H:20]([C:25]([OH:27])=[O:26])[CH2:21][CH:22]([CH3:24])[CH3:23])=[O:18])[CH2:13][CH:14]([CH3:16])[CH3:15])=[O:10])[C:2]1[CH:7]=[CH:6][CH:5]=[CH:4][CH:3]=1.[CH2:28](OC(N[C@H](C(O)=O)CC(C)C)=O)[C:29]1C=CC=C[CH:30]=1.Cl.COC(=O)[C@H](CC(C)C)N>>[CH2:1]([O:8][C:9]([NH:11][C@H:12]([C:17]([NH:19][C@H:20]([C:25]([OH:27])=[O:26])[CH2:21][C:22]1[CH:23]=[CH:30][CH:29]=[CH:28][CH:24]=1)=[O:18])[CH2:13][CH:14]([CH3:16])[CH3:15])=[O:10])[C:2]1[CH:3]=[CH:4][CH:5]=[CH:6][CH:7]=1 |f:2.3|. The reactants are C(C1=CC=CC=C1)OC(=O)N[C@@H](CC(C)C)C(=O)N[C@@H](CC(C)C)C(=O)O (N-Benzyloxycarbonyl-L-leucyl-L-leucine), C(C1=CC=CC=C1)OC(=O)N[C@@H](CC(C)C)C(=O)O (N-benzyloxycarbonyl-L-leucine), Cl.COC([C@@H](N)CC(C)C)=O (L-leucine methyl ester hydrochloride). The product is C(C1=CC=CC=C1)OC(=O)N[C@@H](CC(C)C)C(=O)N[C@@H](CC1=CC=CC=C1)C(=O)O (N-Benzyloxycarbonyl-L-leucyl-L-phenylalanine).